From a dataset of the Open Reaction Database (ORD), a public repository of structured organic reaction records. describe an organic reaction: reactants, conditions, products, and yield Starting materials: Br, COc1cc(C(=O)c2cccnc2C(F)(F)F)ccc1OCc1ccccc1, CC(=O)O, ClCCl. Yields the product COc1cc(C(=O)c2cccnc2C(F)(F)F)ccc1O. RXN SMILES: [BrH:29].[CH2:1]([c:2]1[cH:3][cH:4][cH:5][cH:6][cH:7]1)[O:8][c:9]1[c:10]([O:27][CH3:28])[cH:11][c:12]([C:15](=[O:16])[c:17]2[c:18]([C:23]([F:24])([F:25])[F:26])[n:19][cH:20][cH:21][cH:22]2)[cH:13][cH:14]1.[CH3:30][C:31](=[O:32])[OH:33].[Cl:34][CH2:35][Cl:36]>>[OH:8][c:9]1[c:10]([O:27][CH3:28])[cH:11][c:12]([C:15](=[O:16])[c:17]2[c:18]([C:23]([F:24])([F:25])[F:26])[n:19][cH:20][cH:21][cH:22]2)[cH:13][cH:14]1. Reactants: [Br-], CC[Mg+], C1CCOC1, CON(C)C(=O)c1cc(Br)no1, [Cl-], [NH4+]. Yields the product CCC(=O)c1cc(Br)no1. As a reaction SMILES: [Br-:13].[CH2:14]([CH3:15])[Mg+:16].[CH2:19]1[O:20][CH2:21][CH2:22][CH2:23]1.[CH3:1][O:2][N:3]([C:4](=[O:5])[c:6]1[cH:7][c:8]([Br:11])[n:9][o:10]1)[CH3:12].[Cl-:17].[NH4+:18]>>[C:4](=[O:5])([c:6]1[cH:7][c:8]([Br:11])[n:9][o:10]1)[CH2:14][CH3:15]. Reactants: O.NN (hydrazine hydrate), O(C1=CC=CC=C1)CC(=O)NC1=CC=C(C(=O)OC)C=C1 (methyl 4-[(phenoxyacetyl)amino]benzoate), O (Water). Solvent: CCO (EtOH). Conditions: time 15 hour. The product is N(N)C(=O)C1=CC=C(C=C1)NC(COC1=CC=CC=C1)=O (N-[4-(hydrazinocarbonyl)phenyl]-2-phenoxyacetamide). The yield is 46.0%. Reaction SMILES: [O:1]([CH2:8][C:9]([NH:11][C:12]1[CH:21]=[CH:20][C:15]([C:16](OC)=[O:17])=[CH:14][CH:13]=1)=[O:10])[C:2]1[CH:7]=[CH:6][CH:5]=[CH:4][CH:3]=1.O.[NH2:23][NH2:24].O>CCO>[NH:23]([C:16]([C:15]1[CH:20]=[CH:21][C:12]([NH:11][C:9](=[O:10])[CH2:8][O:1][C:2]2[CH:7]=[CH:6][CH:5]=[CH:4][CH:3]=2)=[CH:13][CH:14]=1)=[O:17])[NH2:24] |f:1.2|. Procedure details: To a suspension of methyl 4-[(phenoxyacetyl)amino]benzoate (843 mg, 2.95 mmol) in EtOH (10 mL) was added hydrazine hydrate (2.15 mL). After stirring for 15 hrs at reflux, the reaction mixture was cooled to rt. Water (10 mL) was added to the reaction mixture and a white solid precipitated out. Filtration, washing with EtOH/water (2×2 mL) and water (3×1 mL), and drying under vacuo at 70° C. for 6 hrs gave 389 mg of the title compound (46%) as a white solid in 95.4% purity by HPLC (MaxPlot detectio... The reactants are C1(=CC=C(C=C1)S(=O)(=O)N(C)CC(=O)O)C (N-(Toluene-4-sulfonyl)sarcosine), Cl.Cl.COC([C@@H](N)CC=1C=NC=CC1)=O (3-(3-pyridyl)alanine methyl ester dihydrochloride). Yields the product C1(=CC=C(C=C1)S(=O)(=O)N(C)CC(=O)N[C@@H](CC=1C=NC=CC1)C(=O)O)C (N-(toluene4-sulfonyl)sarcosyl-β-(3-pyridyl)alanine). Reaction SMILES: [C:1]1([CH3:16])[CH:6]=[CH:5][C:4]([S:7]([N:10]([CH2:12][C:13]([OH:15])=O)[CH3:11])(=[O:9])=[O:8])=[CH:3][CH:2]=1.Cl.Cl.C[O:20][C:21](=[O:31])[C@H:22]([CH2:24][C:25]1[CH:26]=[N:27][CH:28]=[CH:29][CH:30]=1)[NH2:23]>>[C:1]1([CH3:16])[CH:2]=[CH:3][C:4]([S:7]([N:10]([CH2:12][C:13]([NH:23][C@H:22]([C:21]([OH:31])=[O:20])[CH2:24][C:25]2[CH:26]=[N:27][CH:28]=[CH:29][CH:30]=2)=[O:15])[CH3:11])(=[O:8])=[O:9])=[CH:5][CH:6]=1 |f:1.2.3|. Yield: 17.0%. Procedure details: N-(Toluene-4-sulfonyl)sarcosine was coupled to 3-(3-pyridyl)alanine methyl ester dihydrochloride using the procedure described in Method 3 to give N-(toluene4-sulfonyl)sarcosyl-β-(3-pyridyl)alanine (166 mg, 17%). The title compound was prepared via hydrolysis of the methyl ester using 1N aqueous NaOH in dioxane/water (129 mg, 100%). The reactants are ClC=1C=C2C(CCOC2=CC1OC1=CC=C(C(=O)O)C=C1)C(=O)OCC (4-(6-chloro-4-(ethoxycarbonyl)chroman-7-yloxy)benzoic acid), C(C(=O)Cl)(=O)Cl (oxalyl chloride), ClC=1C(=NC=C(C1)Cl)CCN (2-(3,5-dichloropyridin-2-yl)ethanamine), CCN(C(C)C)C(C)C (DIEA). The reagents and catalysts are CN(C)C=O (DMF). The solvent is C(Cl)Cl (DCM), C(Cl)Cl (DCM). Conditions: time 10 minute. Product: ClC=1C=C2C(CCOC2=CC1OC1=CC=C(C=C1)C(NCCC1=NC=C(C=C1Cl)Cl)=O)C(=O)OCC (ethyl 6-chloro-7-(4-(2-(3,5-dichloropyridin-2-yl)ethylcarbamoyl)phenoxy)chroman-4-carboxylate). The yield is 45.6%. Reaction SMILES: [Cl:1][C:2]1[CH:3]=[C:4]2[C:9](=[CH:10][C:11]=1[O:12][C:13]1[CH:21]=[CH:20][C:16]([C:17](O)=[O:18])=[CH:15][CH:14]=1)[O:8][CH2:7][CH2:6][CH:5]2[C:22]([O:24][CH2:25][CH3:26])=[O:23].C(Cl)(=O)C(Cl)=O.[Cl:33][C:34]1[C:35]([CH2:41][CH2:42][NH2:43])=[N:36][CH:37]=[C:38]([Cl:40])[CH:39]=1.CCN(C(C)C)C(C)C>C(Cl)Cl.CN(C=O)C>[Cl:1][C:2]1[CH:3]=[C:4]2[C:9](=[CH:10][C:11]=1[O:12][C:13]1[CH:14]=[CH:15][C:16]([C:17](=[O:18])[NH:43][CH2:42][CH2:41][C:35]3[C:34]([Cl:33])=[CH:39][C:38]([Cl:40])=[CH:37][N:36]=3)=[CH:20][CH:21]=1)[O:8][CH2:7][CH2:6][CH:5]2[C:22]([O:24][CH2:25][CH3:26])=[O:23]. Procedure: 4-(6-chloro-4-(ethoxycarbonyl)chroman-7-yloxy)benzoic acid (Preparation B; 60 mg, 0.16 mmol) was diluted with DCM (1 mL) followed by the addition of oxalyl chloride in DCM (2M) (88 μl, 0.18 mmol) and DMF (1 drop). After stirring for 10 minutes, 2-(3,5-dichloropyridin-2-yl)ethanamine (30 mg, 0.16 mmol) and DIEA (111 μl, 0.64 mmol) were added. The reaction was stirred for 2 hours. The reaction was loaded onto silica gel and eluted with a gradient of 5%-75% ethyl acetate/hexanes to yield the desire... Starting materials: [Na] (sodium), NC(=S)N (thiourea), C(#N)C(=CC1=CC=C(C=C1)NC(C)=O)C#N (N-[4-(2,2-dicyanovinyl)phenyl]acetamide). The solvent is C(C)O (ethanol). Reaction conditions: time 1 hour. The product is NC=1C(=C(NC(N1)S)C1=CC=C(C=C1)NC(C)=O)C#N (N-[4-(6-amino-5-cyano-2-mercapto-2,3-dihydropyrimidin-4-yl)phenyl]acetamide). The yield is 41.8%. Reaction SMILES: [Na].[NH2:2][C:3]([NH2:5])=[S:4].[C:6]([C:8]([C:20]#[N:21])=[CH:9][C:10]1[CH:15]=[CH:14][C:13]([NH:16][C:17](=[O:19])[CH3:18])=[CH:12][CH:11]=1)#[N:7]>C(O)C>[NH2:21][C:20]1[C:8]([C:6]#[N:7])=[C:9]([C:10]2[CH:15]=[CH:14][C:13]([NH:16][C:17](=[O:19])[CH3:18])=[CH:12][CH:11]=2)[NH:2][CH:3]([SH:4])[N:5]=1 |^1:0|. Procedure: To 20 mL of absolute ethanol, 250 mg of metallic sodium was added in small portions. After dissolved completely, 760 mg of thiourea was added to the above solution, and the mixture was stirred at room temperature for 1 hour. To the reaction, 2.11 g of N-[4-(2,2-dicyanovinyl)phenyl]acetamide was added, and the mixture was heated to reflux for 3 hours. Then, the solvent was removed under reduced pressure from the reaction mixture, the residue was dissolved in 30 mL of water. In addition, the mixtu... Starting materials: C1COCCO1, CO, CCOCC, Cl, CC(C)(C)OC(=O)N1CCCn2c(nc3cnc4ccccc4c32)C1. Product: Cl, c1ccc2c(c1)ncc1nc3n(c12)CCCNC3. As a reaction SMILES: [CH2:27]1[O:28][CH2:29][CH2:30][O:31][CH2:32]1.[CH3:33][OH:34].[CH3:35][CH2:36][O:37][CH2:38][CH3:39].[ClH:1].[cH:2]1[c:3]2[c:4]3[c:5]([cH:6][n:7][c:8]2[cH:9][cH:10][cH:11]1)[n:12][c:13]1[n:14]3[CH2:15][CH2:16][CH2:17][N:18]([C:20]([O:21][C:22]([CH3:23])([CH3:24])[CH3:25])=[O:26])[CH2:19]1>>[ClH:1].[cH:2]1[c:3]2[c:4]3[c:5]([cH:6][n:7][c:8]2[cH:9][cH:10][cH:11]1)[n:12][c:13]1[n:14]3[CH2:15][CH2:16][CH2:17][NH:18][CH2:19]1. Product: C=CC12CCc3cc(O)ccc3C1C(CCCCCCN1CCCCC1)CC1(C)C(O)CCC12. As a reaction SMILES: [CH2:1]1[CH2:2][CH2:3][NH:4][CH2:5][CH2:6]1.[Cl:13][CH2:14][CH2:15][CH2:16][CH2:17][CH2:18][CH2:19][CH:20]1[CH:21]2[c:22]3[cH:23][cH:24][c:25]([OH:41])[cH:26][c:27]3[CH2:28][CH2:29][C:30]2([CH:39]=[CH2:40])[CH:31]2[CH2:32][CH2:33][CH:34]([OH:38])[C:35]2([CH3:36])[CH2:37]1.[Na+:7].[Na+:8].[O-:9][C:10](=[O:11])[O-:12]>>[CH2:1]1[CH2:2][CH2:3][N:4]([CH2:14][CH2:15][CH2:16][CH2:17][CH2:18][CH2:19][CH:20]2[CH:21]3[c:22]4[cH:23][cH:24][c:25]([OH:41])[cH:26][c:27]4[CH2:28][CH2:29][C:30]3([CH:39]=[CH2:40])[CH:31]3[CH2:32][CH2:33][CH:34]([OH:38])[C:35]3([CH3:36])[CH2:37]2)[CH2:5][CH2:6]1. The reactants are C1CCNCC1, C=CC12CCc3cc(O)ccc3C1C(CCCCCCCl)CC1(C)C(O)CCC12, [Na+], [Na+], O=C([O-])[O-]. Reactants: ClC1=CC=NC=C1 (4-chloropyridine), C(C)(C)[Mg]Cl (isopropylmagnesium chloride), CON(C([C@H](C)NC(OCC1=CC=CC=C1)=O)=O)C (benzyl {(1S)-2-[methoxy(methyl)amino]-1-methyl-2-oxoethyl}carbamate), [NH4+].[Cl-] (NH4Cl). The solvent is C(Cl)Cl (CH2Cl2), C(=O)([O-])[O-].[K+].[K+] (K2CO3), C1CCOC1 (THF), O (Water). Run at time 1 hour. Yields the product ClC1=CC(=NC=C1)C([C@H](C)NC(OCC1=CC=CC=C1)=O)=O (benzyl [(1S)-2-(4-chloropyridin-2-yl)-1-methyl-2-oxoethyl]carbamate). As a reaction SMILES: [Cl:1][C:2]1[CH:7]=[CH:6][N:5]=[CH:4][CH:3]=1.C([Mg]Cl)(C)C.CON(C)[C:16](=[O:30])[C@@H:17]([NH:19][C:20](=[O:29])[O:21][CH2:22][C:23]1[CH:28]=[CH:27][CH:26]=[CH:25][CH:24]=1)[CH3:18].[NH4+].[Cl-]>C(Cl)Cl.C([O-])([O-])=O.[K+].[K+].C1COCC1.O>[Cl:1][C:2]1[CH:7]=[CH:6][N:5]=[C:4]([C:16](=[O:30])[C@@H:17]([NH:19][C:20](=[O:29])[O:21][CH2:22][C:23]2[CH:28]=[CH:27][CH:26]=[CH:25][CH:24]=2)[CH3:18])[CH:3]=1 |f:3.4,6.7.8|. Procedure: A solution of 2-(dimethylamino)ethanol (471 mg, 531 mL, 5.28 mmol) in dry hexanes (3.3 mL) was cooled to −5° C. and n-butyllithium (1.6 M in hexanes, 6.60 mL, 10.6 mmol) was added dropwise under N2. After 30 min at 0° C., the solution was cooled to −78° C. and a solution of 4-chloropyridine (obtained by washing a solution of the corresponding HCl salt (264 mg, 1.76 mmol) in CH2Cl2 (20 mL) with saturated K2CO3 (10 mL), then back extracting with CH2Cl2 (2×20 mL), combining the organic layers, dryi...